This data is from the Open Reaction Database (ORD), a public repository of structured organic reaction records. The task is: describe an organic reaction: reactants, conditions, products, and yield Starting materials: FC=1C=CC(=C2CC[C@H](C12)OC1=CC2=C([C@@H](CO2)CC(=O)OC)C=C1)B1OC(C(O1)(C)C)(C)C (methyl 2-((S)-6-((R)-7-fluoro-4-(4,4,5,5-tetramethyl-1,3,2-dioxaborolan-2-yl)-2,3-dihydro-1H-inden-1-yloxy)-2,3-dihydrobenzofuran-3-yl)acetate), BrC1=C(C=C(OCC2COCC2)C=C1C)C (3-((4-bromo-3,5-dimethylphenoxy)methyl)tetrahydrofuran), [O-]P(=O)([O-])[O-].[K+].[K+].[K+] (K3PO4). Run in O1CCCC1 (tetrahydrofuran). Reaction conditions: temperature 100 celsius, time 12 hour. Product: CC1=C(C(=CC(=C1)OCC1COCC1)C)C1=C2CC[C@H](C2=C(C=C1)F)OC1=CC2=C([C@@H](CO2)CC(=O)OC)C=C1 (Methyl 2-((3S)-6-((1R)-4-(2,6-dimethyl-4-((tetrahydrofuran-3-yl)methoxy)phenyl)-7-fluoro-2,3-dihydro-1H-inden-1-yloxy)-2,3-dihydrobenzofuran-3-yl)acetate). Reaction SMILES: [F:1][C:2]1[CH:3]=[CH:4][C:5](B2OC(C)(C)C(C)(C)O2)=[C:6]2[C:10]=1[C@H:9]([O:11][C:12]1[CH:25]=[CH:24][C:15]3[C@H:16]([CH2:19][C:20]([O:22][CH3:23])=[O:21])[CH2:17][O:18][C:14]=3[CH:13]=1)[CH2:8][CH2:7]2.Br[C:36]1[C:48]([CH3:49])=[CH:47][C:39]([O:40][CH2:41][CH:42]2[CH2:46][CH2:45][O:44][CH2:43]2)=[CH:38][C:37]=1[CH3:50].[O-]P([O-])([O-])=O.[K+].[K+].[K+]>O1CCCC1>[CH3:50][C:37]1[CH:38]=[C:39]([O:40][CH2:41][CH:42]2[CH2:46][CH2:45][O:44][CH2:43]2)[CH:47]=[C:48]([CH3:49])[C:36]=1[C:5]1[CH:4]=[CH:3][C:2]([F:1])=[C:10]2[C:6]=1[CH2:7][CH2:8][C@H:9]2[O:11][C:12]1[CH:25]=[CH:24][C:15]2[C@H:16]([CH2:19][C:20]([O:22][CH3:23])=[O:21])[CH2:17][O:18][C:14]=2[CH:13]=1 |f:2.3.4.5|. Reported procedure: In a microwave vial methyl 2-((S)-6-((R)-7-fluoro-4-(4,4,5,5-tetramethyl-1,3,2-dioxaborolan-2-yl)-2,3-dihydro-1H-inden-1-yloxy)-2,3-dihydrobenzofuran-3-yl)acetate (170 mg) and 3-((4-bromo-3,5-dimethylphenoxy)methyl)tetrahydrofuran (170 mg) and K3PO4 (290 mg) are suspended in tetrahydrofuran (10 mL). The mixture is purged for 5 minutes with argon. [1,1′-Bis(diphenylphosphino)-ferrocene]-dichloropalladium (27 mg) is added, the vial is sealed and the mixture is stirred at 100° C. for 12 hours. Afte... The reactants are CN(C)CC1=CC=C(O1)CSCCN (2-[[[5-(Dimethylamino)methyl-2-furanyl]methyl]thio]ethanamine), CSC(=C[N+](=O)[O-])SC (1,1-bis(methylthio)-2-nitroethene). Solvent: C(C)#N (acetonitrile). The product is CN(C)CC1=CC=C(O1)CSCCNC(=C[N+](=O)[O-])NCCOC (N-[2-[[[5-(dimethylamino)methyl-2-furanyl]methyl]thio]ethyl]-N'-(2-methoxyethyl)-2-nitro-1,1-ethenediamine). The yield is 55.9%. Reaction SMILES: [CH3:1][N:2]([CH2:4][C:5]1[O:9][C:8]([CH2:10][S:11][CH2:12][CH2:13][NH2:14])=[CH:7][CH:6]=1)[CH3:3].CS[C:17](SC)=[CH:18][N+:19]([O-:21])=[O:20]>C(#N)C>[CH3:3][N:2]([CH2:4][C:5]1[O:9][C:8]([CH2:10][S:11][CH2:12][CH2:13][NH:14][C:17]([NH:2][CH2:4][CH2:5][O:9][CH3:8])=[CH:18][N+:19]([O-:21])=[O:20])=[CH:7][CH:6]=1)[CH3:1]. Reported procedure: 2-[[[5-(Dimethylamino)methyl-2-furanyl]methyl]thio]ethanamine (2.14 g) and 1,1-bis(methylthio)-2-nitroethene (1.65 g) were refluxed in acetonitrile for 8 hr. Solvents were removed and an ethanolic solution of 2 -methoxyethylamine (0.75 g) added. After refluxing for a further 8 hr, removal of solvents gave an oil. This was purified by column chromatography to give N-[2-[[[5-(dimethylamino)methyl-2-furanyl]methyl]thio]ethyl]-N'-(2-methoxyethyl)-2-nitro-1,1-ethenediamine (1.0 g). NMRτ(CDCl3) 7.73 s... Starting materials: C(CCCC)[C@@H]1CC[C@H](CC1)C1=CC=C(C(=O)O)C=C1 (p-(trans-4-pentylcyclohexyl)benzoic acid), P(Cl)(Cl)(Cl)(Cl)Cl (PCl5). Run in C1=CC=CC=C1 (benzene). Product: C(CCCC)[C@@H]1CC[C@H](CC1)C1=CC=C(C(=O)Cl)C=C1 (p-(trans-4-pentylcyclohexyl)benzoic acid chloride). As a reaction SMILES: [CH2:1]([C@H:6]1[CH2:11][CH2:10][C@H:9]([C:12]2[CH:20]=[CH:19][C:15]([C:16](O)=[O:17])=[CH:14][CH:13]=2)[CH2:8][CH2:7]1)[CH2:2][CH2:3][CH2:4][CH3:5].P(Cl)(Cl)(Cl)(Cl)[Cl:22]>C1C=CC=CC=1>[CH2:1]([C@H:6]1[CH2:11][CH2:10][C@H:9]([C:12]2[CH:20]=[CH:19][C:15]([C:16]([Cl:22])=[O:17])=[CH:14][CH:13]=2)[CH2:8][CH2:7]1)[CH2:2][CH2:3][CH2:4][CH3:5]. Procedure details: In a 30 ml-reaction vessel, 2.0 g (7.3 mM) of p-(trans-4-pentylcyclohexyl)benzoic acid and 10 ml of benzene were placed. To the mixture, 1.55 g (7.4 mM) of PCl5 was added in 25 minutes to room temperature, followed by heat-refluxing for 4 hours and distilling-off of the solvent to obtain p-(trans-4-pentylcyclohexyl)benzoic acid chloride. The reactants are CCCCCCC(C)Br, CCO, [K+], [OH-], O=C1C(O)=CC=C2C1=Cc1cc(O)ccc12. Product: CCCCCCC(C)Oc1ccc2c(c1)C=C1C(=O)C(O)=CC=C12. Reaction SMILES: [CH3:1][CH:2]([CH2:3][CH2:4][CH2:5][CH2:6][CH2:7][CH3:8])[Br:9].[CH3:28][CH2:29][OH:30].[K+:27].[OH-:26].[OH:10][C:11]1=[CH:23][CH:22]=[C:21]2[C:13](=[CH:14][c:15]3[cH:16][c:17]([OH:24])[cH:18][cH:19][c:20]32)[C:12]1=[O:25]>>[CH3:1][CH:2]([CH2:3][CH2:4][CH2:5][CH2:6][CH2:7][CH3:8])[O:24][c:17]1[cH:16][c:15]2[c:20]([cH:19][cH:18]1)[C:21]1=[CH:22][CH:23]=[C:11]([OH:10])[C:12](=[O:25])[C:13]1=[CH:14]2.